This data is from the Open Reaction Database (ORD), a public repository of structured organic reaction records. The task is: describe an organic reaction: reactants, conditions, products, and yield Reactants: Cl (hydrochloric acid), solution, C(C)(=O)SCC(CCCCC=1N=C(OC1C)C1=CC=C(C=C1)C)CSC(C)=O (4-[5,5-bis(acetylthiomethyl)pentyl]-5-methyl-2-(p-tolyl)oxazole), [OH-].[Na+] (sodium hydroxide). Solvent: CO (methanol). The product is SCC(CCCCC=1N=C(OC1C)C1=CC=C(C=C1)C)CS (4-[5,5-Bis(mercaptomethyl)pentyl]-5-methyl-2-(p-tolyl)oxazole). Yield: 95.7%. Reaction SMILES: C([S:4][CH2:5][CH:6]([CH2:24][S:25]C(=O)C)[CH2:7][CH2:8][CH2:9][CH2:10][C:11]1[N:12]=[C:13]([C:17]2[CH:22]=[CH:21][C:20]([CH3:23])=[CH:19][CH:18]=2)[O:14][C:15]=1[CH3:16])(=O)C.[OH-].[Na+].Cl>CO>[SH:4][CH2:5][CH:6]([CH2:24][SH:25])[CH2:7][CH2:8][CH2:9][CH2:10][C:11]1[N:12]=[C:13]([C:17]2[CH:22]=[CH:21][C:20]([CH3:23])=[CH:19][CH:18]=2)[O:14][C:15]=1[CH3:16] |f:1.2|. Procedure details: To 8 ml of a solution of 830 mg of 4-[5,5-bis(acetylthiomethyl)pentyl]-5-methyl-2-(p-tolyl)oxazole in methanol, 8 ml of aqueous 1 N sodium hydroxide solution was added, and heated to reflux for 1 hour. The reaction solution was acidified with 1 N hydrochloric acid, extracted with dichloromethane and dried over anhydrous magnesium sulfate. The solvent was distilled off under reduced pressure to provide 635 mg of the objective compound as pale yellow oil. The reactants are ClCc1cncc(Br)c1, CC#N, [K+], [K+], O=C([O-])[O-], COC(=O)CS. The product is COC(=O)CSCc1cncc(Br)c1. Reaction SMILES: [Br:1][c:2]1[cH:3][n:4][cH:5][c:6]([CH2:8][Cl:9])[cH:7]1.[CH3:22][C:23]#[N:24].[K+:10].[K+:11].[O-:12][C:13]([O-:14])=[O:15].[SH:16][CH2:17][C:18](=[O:19])[O:20][CH3:21]>>[Br:1][c:2]1[cH:3][n:4][cH:5][c:6]([CH2:8][S:16][CH2:17][C:18](=[O:19])[O:20][CH3:21])[cH:7]1.